Dataset: the Open Reaction Database (ORD), a public repository of structured organic reaction records. Task: describe an organic reaction: reactants, conditions, products, and yield Starting materials: C1(CCCCC1)N=C=NC1CCCCC1 (N,N'-dicyclohexylcarbodiimide), C(C)(C)OC(=O)C=1C(=CN2C1SCC2CC(=O)O)C ((7-isopropoxycarbonyl-6-methyl-2,3-dihydropyrrolo[2,1-b]thiazol-3-yl)acetic acid), N1CCOCC1 (morpholine), 4-N,N-dimethylaminopyridine. The solvent is ClCCl (dichloromethane). Product: C(C)(C)OC(=O)C=1C(=CN2C1SCC2CC(=O)N2CCOCC2)C ((7-Isopropoxycarbonyl-6-methyl-2,3-dihydropyrrolo[2,1-b]-thiazol-3-yl)acetylmorpholine). Isolated yield 54.8%. Reaction SMILES: [CH:1]([O:4][C:5]([C:7]1[C:8]([CH3:19])=[CH:9][N:10]2[CH:14]([CH2:15][C:16]([OH:18])=O)[CH2:13][S:12][C:11]=12)=[O:6])([CH3:3])[CH3:2].[NH:20]1[CH2:25][CH2:24][O:23][CH2:22][CH2:21]1.C1(N=C=NC2CCCCC2)CCCCC1>ClCCl>[CH:1]([O:4][C:5]([C:7]1[C:8]([CH3:19])=[CH:9][N:10]2[CH:14]([CH2:15][C:16]([N:20]3[CH2:25][CH2:24][O:23][CH2:22][CH2:21]3)=[O:18])[CH2:13][S:12][C:11]=12)=[O:6])([CH3:2])[CH3:3]. Procedure: 1.54 g of (7-isopropoxycarbonyl-6-methyl-2,3-dihydropyrrolo[2,1-b]thiazol-3-yl)acetic acid, 0.70 g of morpholine and 0.12 g of 4-N,N-dimethylaminopyridine were dissolved in 50 ml of dichloromethane. 1.44 g of N,N'-dicyclohexylcarbodiimide was added thereto under ice-cooling and stirring. Then the mixture was stirred at room temperature for 9 days. After filtering off the insoluble matters, the solvent was distilled off. The oily residue thus obtained was purified by silica gel column chromatogra... Procedure: The compounds synthesized for testing as potential glycine antagonists which are not substituted on the amide (1 or 4) position are summarized below (Table I). Most were available by simple condensation of diethyl oxalate with the corresponding diaminobenzene according to Cheeseman, G. W. H., J. Chem. Soc. 1171 (1962). The 1,4-dihydro-2,3-quinoxalinediones may be easily prepared in high yield by heating oxalic acid and the corresponding o-diamine to about 100° to 140° C. for 1 to 10 hr. in the p... RXN SMILES: NCC(O)=O.[C:6]([O:13]CC)(=O)[C:7]([O:9]CC)=O.[NH2:16][C:17]1[CH:22]=[CH:21][CH:20]=[CH:19][C:18]=1[NH2:23].C(O)(=O)C(O)=O.OS(O)(=O)=O.OP(O)(O)=O>Cl>[NH:16]1[C:17]2[C:18](=[CH:19][CH:20]=[CH:21][CH:22]=2)[NH:23][C:6](=[O:13])[C:7]1=[O:9]. Solvent: Cl (HCl), Cl (HCl). Starting materials: o-diamine, NCC(=O)O (glycine), 1,4-dihydro-2,3-quinoxalinediones, OS(=O)(=O)O (H2SO4), OP(=O)(O)O (H3PO4), C(C(=O)O)(=O)O (oxalic acid), o-diamine, amide, C(C(=O)OCC)(=O)OCC (diethyl oxalate), NC1=C(C=CC=C1)N (diaminobenzene), C(C(=O)O)(=O)O (oxalic acid). Product: N1C(C(NC2=CC=CC=C12)=O)=O (1,4-dihydro-2,3-quinoxalinedione). The reactants are Cc1onc(-c2ccccc2)c1CN1CCC2(C1=O)C(=O)N(CC(=O)OC(C)(C)C)c1ccc(Cl)cc12, ClCCl, O=C(O)C(F)(F)F. Product: Cc1onc(-c2ccccc2)c1CN1CCC2(C1=O)C(=O)N(CC(=O)O)c1ccc(Cl)cc12. Reaction SMILES: [Cl:1][c:2]1[cH:3][c:4]2[c:8]([cH:9][cH:10]1)[N:7]([CH2:11][C:12](=[O:13])[O:14][C:15]([CH3:16])([CH3:17])[CH3:18])[C:6](=[O:19])[C:5]21[C:20](=[O:37])[N:21]([CH2:24][c:25]2[c:26](-[c:31]3[cH:32][cH:33][cH:34][cH:35][cH:36]3)[n:27][o:28][c:29]2[CH3:30])[CH2:22][CH2:23]1.[Cl:45][CH2:46][Cl:47].[OH:38][C:39]([C:40]([F:41])([F:42])[F:43])=[O:44]>>[Cl:1][c:2]1[cH:3][c:4]2[c:8]([cH:9][cH:10]1)[N:7]([CH2:11][C:12](=[O:13])[OH:14])[C:6](=[O:19])[C:5]21[C:20](=[O:37])[N:21]([CH2:24][c:25]2[c:26](-[c:31]3[cH:32][cH:33][cH:34][cH:35][cH:36]3)[n:27][o:28][c:29]2[CH3:30])[CH2:22][CH2:23]1.